This data is from the Open Reaction Database (ORD), a public repository of structured organic reaction records. The task is: describe an organic reaction: reactants, conditions, products, and yield The reactants are [OH-].[Mg+2].[OH-] (magnesium hydroxide), S(=O)=O (sulfur dioxide). Reaction SMILES: [OH-:1].[Mg+2:2].[OH-].[S:4](=[O:6])=[O:5]>>[S:4]([O-:1])([O-:6])=[O:5].[Mg+2:2].[S:4](=[O:1])([OH:6])[O-:5].[Mg+2:2].[S:4](=[O:1])([OH:6])[O-:5] |f:0.1.2,4.5,6.7.8|. Product: S(=O)([O-])[O-].[Mg+2] (magnesium sulfite), S([O-])(O)=O.[Mg+2].S([O-])(O)=O (magnesium bisulfite). Procedure: Desulfurization is accomplished by contacting the flue gas with a recirculating absorbent stream in a suitable contact vessel, typically a scrubber. The absorbent in the recirculation stream includes magnesium hydroxide (Mg(OH)2) as a chemical absorbent species which reacts rapidly with sulfur dioxide to produce magnesium sulfite (MgSO3) and magnesium bisulfite (Mg(HSO3)2). The magnesium sulfite and bisulfite are oxidized to magnesium sulfate and then converted to magnesium hydroxide by reaction... Reactants: ClC1=NC2=CC(=CC(=C2C(=C1C)Cl)F)F (2,4-dichloro-5,7-difluoro-3-methylquinoline), C([O-])([O-])=O.[K+].[K+] (potassium carbonate), CC=1C=C(C=CC1C)B(O)O (3,4-dimethylphenylboronic acid), palladium tetrakistriphenylphosphine. Solvent: C1(=CC=CC=C1)C (toluene). Product: ClC1=C(C(=NC2=CC(=CC(=C12)F)F)C1=CC(=C(C=C1)C)C)C (4-chloro-2-(3,4-dimethylphenyl)-5,7-difluoro-3-methylquinoline). RXN SMILES: Cl[C:2]1[C:11]([CH3:12])=[C:10]([Cl:13])[C:9]2[C:4](=[CH:5][C:6]([F:15])=[CH:7][C:8]=2[F:14])[N:3]=1.[CH3:16][C:17]1[CH:18]=[C:19](B(O)O)[CH:20]=[CH:21][C:22]=1[CH3:23].C(=O)([O-])[O-].[K+].[K+]>C1(C)C=CC=CC=1>[Cl:13][C:10]1[C:9]2[C:4](=[CH:5][C:6]([F:15])=[CH:7][C:8]=2[F:14])[N:3]=[C:2]([C:19]2[CH:20]=[CH:21][C:22]([CH3:23])=[C:17]([CH3:16])[CH:18]=2)[C:11]=1[CH3:12] |f:2.3.4|. Procedure: The Suzuki coupled product was prepared according to Procedure F using 2,4-dichloro-5,7-difluoro-3-methylquinoline (0.5 g, 2.02 mmol), 3,4-dimethylphenylboronic acid (0.333 g, 2.22 mmol), palladium tetrakistriphenylphosphine (0.23 g, 0.20 mmol), potassium carbonate (0.557 g, 4.03 mmol) in toluene (4 mL) at 100° C. for 48 h to give 4-chloro-2-(3,4-dimethylphenyl)-5,7-difluoro-3-methylquinoline as a white solid. Mass Spectrum (ESI) m/e=318.1 (M+1). Starting materials: resultant mixture, ClC1=NC=NC2=CC(=C(C=C12)OC)OCCCN1CCN(CC1)C (4chloro-6-methoxy-7-[3-(4-methylpiperazin-1-yl)propoxy]quinazoline), NC1=CC=CC2=C1C=CO2 (4-aminobenzofuran), Cl (hydrogen chloride). The solvent is C(C)(C)O (isopropanol), C(C)(C)O (isopropanol). Conditions: temperature 85 celsius. Yields the product O1C=CC2=C1C=CC=C2NC2=NC=NC1=CC(=C(C=C21)OC)OCCCN2CCN(CC2)C (4-(4-benzofuranylamino)-6-methoxy-7-[3-(4-methylpiperazin-1-yl)propoxy]quinazoline). Yield: 109.8%. Reaction SMILES: Cl[C:2]1[C:11]2[C:6](=[CH:7][C:8]([O:14][CH2:15][CH2:16][CH2:17][N:18]3[CH2:23][CH2:22][N:21]([CH3:24])[CH2:20][CH2:19]3)=[C:9]([O:12][CH3:13])[CH:10]=2)[N:5]=[CH:4][N:3]=1.[NH2:25][C:26]1[C:31]2[CH:32]=[CH:33][O:34][C:30]=2[CH:29]=[CH:28][CH:27]=1.Cl>C(O)(C)C>[O:34]1[C:30]2[CH:29]=[CH:28][CH:27]=[C:26]([NH:25][C:2]3[C:11]4[C:6](=[CH:7][C:8]([O:14][CH2:15][CH2:16][CH2:17][N:18]5[CH2:23][CH2:22][N:21]([CH3:24])[CH2:20][CH2:19]5)=[C:9]([O:12][CH3:13])[CH:10]=4)[N:5]=[CH:4][N:3]=3)[C:31]=2[CH:32]=[CH:33]1. Reported procedure: A mixture of 4chloro-6-methoxy-7-[3-(4-methylpiperazin-1-yl)propoxy]quinazoline (0.1 g), 4-aminobenzofuran (0.057 g), isopropanol (4 ml) and a solution of hydrogen chloride in isopropanol (6M, 0.06 ml) was stirred and heated to 85° C. for 3 hours. The resultant mixture was cooled to ambient temperature and the precipitate was isolated by filtration, washed in turn with a 1:1 mixture of diethyl ether and isopropanol and with diethyl ether and dried under vacuum. There was thus obtained the title ... Reported procedure: Add sodium triacetoxyborohydride (0.2301 g, 1.086 mmol) to a stirred solution of 6-[4-(3-oxo-butyl)-phenoxy]-nicotinamide (0.2051 g, 0.7214 mmol), benzylamine (0.079 mL, 0.723 mmol), glacial acetic acid (0.045 mL, 0.786 mmol), and 1,2-dichloroethane (7 mL). Stir the reaction for 18 h at room temperature under nitrogen. Add methanol (1.5 mL) and load the reaction mixture directly onto a 2 g prepacked SCX cartridge. Wash the cartridge with methanol (100 mL) and elute the product off of the cartrid... Yield: 68.8%. The product is C(C1=CC=CC=C1)NC(CCC1=CC=C(OC2=NC=C(C(=O)N)C=C2)C=C1)C (6-[4-(3-benzylamino-butyl)-phenoxy]-nicotinamide). The reactants are C(C)(=O)O[BH-](OC(C)=O)OC(C)=O.[Na+] (sodium triacetoxyborohydride), O=C(CCC1=CC=C(OC2=NC=C(C(=O)N)C=C2)C=C1)C (6-[4-(3-oxo-butyl)-phenoxy]-nicotinamide), C(C1=CC=CC=C1)N (benzylamine), C(C)(=O)O (acetic acid). Reaction SMILES: C(O[BH-](OC(=O)C)OC(=O)C)(=O)C.[Na+].O=[C:16]([CH3:35])[CH2:17][CH2:18][C:19]1[CH:34]=[CH:33][C:22]([O:23][C:24]2[CH:32]=[CH:31][C:27]([C:28]([NH2:30])=[O:29])=[CH:26][N:25]=2)=[CH:21][CH:20]=1.[CH2:36]([NH2:43])[C:37]1[CH:42]=[CH:41][CH:40]=[CH:39][CH:38]=1.C(O)(=O)C>CO.ClCCCl>[CH2:36]([NH:43][CH:16]([CH3:35])[CH2:17][CH2:18][C:19]1[CH:34]=[CH:33][C:22]([O:23][C:24]2[CH:32]=[CH:31][C:27]([C:28]([NH2:30])=[O:29])=[CH:26][N:25]=2)=[CH:21][CH:20]=1)[C:37]1[CH:42]=[CH:41][CH:40]=[CH:39][CH:38]=1 |f:0.1|. Solvent: ClCCCl (1,2-dichloroethane), CO (methanol). Reactants: Cn1nnc2cccc(S(=O)(=O)Cl)c21, Cl, N, [NH4+], C1CCOC1, [OH-]. Product: Cn1nnc2cccc(S(N)(=O)=O)c21. Reaction SMILES: [CH3:1][n:2]1[n:3][n:4][c:5]2[c:6]1[c:7]([S:11](=[O:12])(=[O:13])[Cl:14])[cH:8][cH:9][cH:10]2.[ClH:18].[NH3:15].[NH4+:16].[O:19]1[CH2:20][CH2:21][CH2:22][CH2:23]1.[OH-:17]>>[CH3:1][n:2]1[n:3][n:4][c:5]2[c:6]1[c:7]([S:11](=[O:12])(=[O:13])[NH2:15])[cH:8][cH:9][cH:10]2. The reactants are COC(=O)c1ccc(C(C)NC(=O)c2cc(Cl)cnc2Cl)cc1, Cc1c(O)cccc1Cl. The product is COC(=O)c1ccc(C(C)NC(=O)c2cc(Cl)cnc2Oc2cccc(Cl)c2C)cc1. Reaction SMILES: [Cl:1][c:2]1[n:3][cH:4][c:5]([Cl:23])[cH:6][c:7]1[C:8](=[O:9])[NH:10][CH:11]([CH3:12])[c:13]1[cH:14][cH:15][c:16]([C:17](=[O:18])[O:19][CH3:20])[cH:21][cH:22]1.[Cl:24][c:25]1[c:26]([CH3:32])[c:27]([OH:31])[cH:28][cH:29][cH:30]1>>[c:2]1([O:31][c:27]2[c:26]([CH3:32])[c:25]([Cl:24])[cH:30][cH:29][cH:28]2)[n:3][cH:4][c:5]([Cl:23])[cH:6][c:7]1[C:8](=[O:9])[NH:10][CH:11]([CH3:12])[c:13]1[cH:14][cH:15][c:16]([C:17](=[O:18])[O:19][CH3:20])[cH:21][cH:22]1. The reactants are [H-].[Na+] (NaH), ClC1=CC=C(C=C1)S(=O)(=O)C1C(OCC1)=O (3-(4-chlorobenzenesulfonyl)-dihydro-furan-2-one), IC (iodomethane). Run in CN(C)C=O (DMF). Reaction conditions: time 30 minute. Product: ClC1=CC=C(C=C1)S(=O)(=O)C1(C(OCC1)=O)C (3-(4-Chlorobenzenesulfonyl)-3-methyl-dihydro-furan-2-one). Reaction SMILES: [Cl:1][C:2]1[CH:7]=[CH:6][C:5]([S:8]([CH:11]2[CH2:15][CH2:14][O:13][C:12]2=[O:16])(=[O:10])=[O:9])=[CH:4][CH:3]=1.[H-].[Na+].I[CH3:20]>CN(C=O)C>[Cl:1][C:2]1[CH:3]=[CH:4][C:5]([S:8]([C:11]2([CH3:20])[CH2:15][CH2:14][O:13][C:12]2=[O:16])(=[O:10])=[O:9])=[CH:6][CH:7]=1 |f:1.2|. Reported procedure: To a mixture of 3-(4-chlorobenzenesulfonyl)-dihydro-furan-2-one (0.599 g; 2.29 mmol) in DMF (5 mL) at 0-5° C. was added portionwise NaH (0.23 g of a 60% dispersion in mineral oil; 5.74 mmol). The mixture stirred 30 minutes and iodomethane (0.43 mL; 6.89 mmol) was added. The reaction warmed to room temperature while stiffing overnight and was quenched with water. The solid was filtered and dried in vacuo to provide the desired product. Wt 0.488 g. 1H NMR (CDCl3) δ 7.82 (d, 2H), 7.56 (d, 2H), 4.56...